The task is: describe an organic reaction: reactants, conditions, products, and yield. This data is from the Open Reaction Database (ORD), a public repository of structured organic reaction records. The reactants are C1(=CC=CC=C1)CC(CN)(C1=CC(=CC=C1)OC(F)(F)F)C1=CC(=CC=C1)OC(F)(F)F (3-phenyl-2,2-bis(3-(trifluoromethoxy)phenyl)propan-1-amine), C(=O)([O-])[O-].[K+].[K+] (K2CO3), C(OC1=CC=C(C=C1)[N+](=O)[O-])(=O)Cl (4-nitrophenyl carbonochloridate). Run in C(Cl)Cl (CH2Cl2), C(Cl)Cl (CH2Cl2). Run at time 5 hour. Product: [N+](=O)([O-])C1=CC=C(C=C1)OC(NCC(CC1=CC=CC=C1)(C1=CC(=CC=C1)OC(F)(F)F)C1=CC(=CC=C1)OC(F)(F)F)=O ([3-phenyl-2,2-bis-(3-trifluoromethoxy-phenyl)-propyl]-carbamic acid 4-nitro-phenyl ester). Yield: 80.6%. Reaction SMILES: [C:1]1([CH2:7][C:8]([C:22]2[CH:27]=[CH:26][CH:25]=[C:24]([O:28][C:29]([F:32])([F:31])[F:30])[CH:23]=2)([C:11]2[CH:16]=[CH:15][CH:14]=[C:13]([O:17][C:18]([F:21])([F:20])[F:19])[CH:12]=2)[CH2:9][NH2:10])[CH:6]=[CH:5][CH:4]=[CH:3][CH:2]=1.C([O-])([O-])=O.[K+].[K+].[C:39](Cl)(=[O:50])[O:40][C:41]1[CH:46]=[CH:45][C:44]([N+:47]([O-:49])=[O:48])=[CH:43][CH:42]=1>C(Cl)Cl>[N+:47]([C:44]1[CH:43]=[CH:42][C:41]([O:40][C:39](=[O:50])[NH:10][CH2:9][C:8]([C:11]2[CH:16]=[CH:15][CH:14]=[C:13]([O:17][C:18]([F:21])([F:20])[F:19])[CH:12]=2)([C:22]2[CH:27]=[CH:26][CH:25]=[C:24]([O:28][C:29]([F:30])([F:31])[F:32])[CH:23]=2)[CH2:7][C:1]2[CH:6]=[CH:5][CH:4]=[CH:3][CH:2]=2)=[CH:46][CH:45]=1)([O-:49])=[O:48] |f:1.2.3|. Procedure: To a solution of 3-phenyl-2,2-bis(3-(trifluoromethoxy)phenyl)propan-1-amine (1.37 g, 3.00 mmol), prepared as described in Example 10 (Procedure 13, 14, 15, and 16), in CH2Cl2 (35 mL) was added K2CO3 (2.1 g, 15 mmol) followed by 4-nitrophenyl carbonochloridate (806 mg, 4.0 mmol) and the reaction mixture was stirred at rt for 5 h. The reaction mixture was diluted with CH2Cl2 (25 mL) and washed with 1N Na2CO3 (6×50 mL), then dried over Na2SO4, filtered and concentrated under reduced pressure to yie... Starting materials: N[C@H](C(NCCOCCOCCOCCP(OCC)(OCC)=O)=O)CSC[C@@H](COCCCCCCCCCCCC)OCCCCCCCCCCCC (diethyl(14R,18R)-14-amino-18-(dodecyloxy)-13-oxo-3,6,9,20-tetraoxa-16-thia-12-azadotriacontylphosphonate), C[Si](C)(C)Br (trimethylsilyl bromide). Reaction SMILES: [NH2:1][C@@H:2]([CH2:25][S:26][CH2:27][C@H:28]([O:43][CH2:44][CH2:45][CH2:46][CH2:47][CH2:48][CH2:49][CH2:50][CH2:51][CH2:52][CH2:53][CH2:54][CH3:55])[CH2:29][O:30][CH2:31][CH2:32][CH2:33][CH2:34][CH2:35][CH2:36][CH2:37][CH2:38][CH2:39][CH2:40][CH2:41][CH3:42])[C:3](=[O:24])[NH:4][CH2:5][CH2:6][O:7][CH2:8][CH2:9][O:10][CH2:11][CH2:12][O:13][CH2:14][CH2:15][P:16](=[O:23])([O:20]CC)[O:17]CC.C[Si](Br)(C)C>C(Cl)Cl>[NH2:1][C@@H:2]([CH2:25][S:26][CH2:27][C@H:28]([O:43][CH2:44][CH2:45][CH2:46][CH2:47][CH2:48][CH2:49][CH2:50][CH2:51][CH2:52][CH2:53][CH2:54][CH3:55])[CH2:29][O:30][CH2:31][CH2:32][CH2:33][CH2:34][CH2:35][CH2:36][CH2:37][CH2:38][CH2:39][CH2:40][CH2:41][CH3:42])[C:3](=[O:24])[NH:4][CH2:5][CH2:6][O:7][CH2:8][CH2:9][O:10][CH2:11][CH2:12][O:13][CH2:14][CH2:15][P:16](=[O:17])([OH:23])[OH:20]. Procedure: To a solution of diethyl(14R,18R)-14-amino-18-(dodecyloxy)-13-oxo-3,6,9,20-tetraoxa-16-thia-12-azadotriacontylphosphonate (1 eq) in DCM (0.1 M) was added trimethylsilyl bromide (20 eq). The reaction mixture was stirred at room temperature overnight and then concentrated. The crude mixture was purified by reverse phase high performance liquid chromatography (HPLC) with C4 column eluting with a gradient of 50-100% MeCN/10 mM NH4OAc (95:5) in 10 mM NH4OAc (pH 9) to give the title compound as a whit... Run at time 8 hour. Run in C(Cl)Cl (DCM). The product is N[C@H](C(NCCOCCOCCOCCP(O)(O)=O)=O)CSC[C@@H](COCCCCCCCCCCCC)OCCCCCCCCCCCC ((14R,18R)-14-amino-18-(dodecyloxy)-13-oxo-3,6,9,20-tetraoxa-16-thia-12-azadotriacontylphosphonic acid). Reactants: S1C(=CC=C1)C(N)C(=O)N(C(=O)OCC(Cl)(Cl)Cl)C1C(N(C1)C(C(C)C)C(=O)O)=O (3-[2-(2-Thienyl)-N-(2,2,2-trichloroethoxycarbonyl)glycinamido]-1-(1-carboxy-2-methylpropyl)-2-azetidinone), C(C)(=O)O (acetic acid). The reagents and catalysts are [Zn] (zinc). Solvent: CN(C=O)C (N,N-dimethylformamide). Conditions: time 3 hour. Product: S1C(=CC=C1)C(N)C(=O)NC1C(N(C1)C(C(C)C)C(=O)O)=O (3-[2-(2-thienyl)glycinamido]-1-(1-carboxy-2-methylpropyl)-2-azetidinone). The yield is 106.2%. As a reaction SMILES: [S:1]1[CH:5]=[CH:4][CH:3]=[C:2]1[CH:6]([C:8]([N:10]([CH:19]1[CH2:22][N:21]([CH:23]([C:27]([OH:29])=[O:28])[CH:24]([CH3:26])[CH3:25])[C:20]1=[O:30])C(OCC(Cl)(Cl)Cl)=O)=[O:9])[NH2:7].C(O)(=O)C>CN(C)C=O.[Zn]>[S:1]1[CH:5]=[CH:4][CH:3]=[C:2]1[CH:6]([C:8]([NH:10][CH:19]1[CH2:22][N:21]([CH:23]([C:27]([OH:29])=[O:28])[CH:24]([CH3:26])[CH3:25])[C:20]1=[O:30])=[O:9])[NH2:7]. Procedure: 3-[2-(2-Thienyl)-N-(2,2,2-trichloroethoxycarbonyl)glycinamido]-1-(1-carboxy-2-methylpropyl)-2-azetidinone (1.0 g.) was dissolved in N,N-dimethylformamide (5 ml.), and acetic acid (3 ml.) was added thereto. To the solution, there was added zinc powder (1.2 g.) at 15° C. in the course of about half an hour, whereafter the mixture was stirred at 15° to 20° C. for 3 hours. The unreacted zinc powder was filtered off and washed with a small amount of N,N-dimethylformamide, and then this washings and t... Starting materials: O=C([O-])[O-], CN(C)CCCl, CC#N, CCOCC, O=C(NCC12CC3CC(CC(C3)C1)C2)c1cc(O)ccc1Cl, Cl, Cl, [K+], [K+]. Yields the product CN(C)CCOc1ccc(Cl)c(C(=O)NCC23CC4CC(CC(C4)C2)C3)c1. Reaction SMILES: [C:23](=[O:24])([O-:25])[O-:26].[CH3:30][N:31]([CH2:32][CH2:33][Cl:34])[CH3:35].[CH3:37][C:38]#[N:39].[CH3:40][CH2:41][O:42][CH2:43][CH3:44].[Cl:1][c:2]1[c:3]([C:4](=[O:5])[NH:6][CH2:7][C:8]23[CH2:9][CH:10]4[CH2:11][CH:12]([CH2:13][CH:14]([CH2:15]2)[CH2:16]4)[CH2:17]3)[cH:18][c:19]([OH:22])[cH:20][cH:21]1.[ClH:29].[ClH:36].[K+:27].[K+:28]>>[Cl:1][c:2]1[c:3]([C:4](=[O:5])[NH:6][CH2:7][C:8]23[CH2:9][CH:10]4[CH2:11][CH:12]([CH2:13][CH:14]([CH2:15]2)[CH2:16]4)[CH2:17]3)[cH:18][c:19]([O:22][CH2:33][CH2:32][N:31]([CH3:30])[CH3:35])[cH:20][cH:21]1.